Dataset: the Open Reaction Database (ORD), a public repository of structured organic reaction records. Task: describe an organic reaction: reactants, conditions, products, and yield The reactants are [Br-], COc1cccc(C[Mg+])c1, COC(=O)c1cc2c([nH]1)CCC2=O. Product: COC(=O)c1cc2c([nH]1)CCC2Cc1cccc(OC)c1. RXN SMILES: [Br-:14].[CH3:15][O:16][c:17]1[cH:18][c:19]([CH2:20][Mg+:21])[cH:22][cH:23][cH:24]1.[O:1]=[C:2]1[CH2:3][CH2:4][c:5]2[nH:6][c:7]([C:10](=[O:11])[O:12][CH3:13])[cH:8][c:9]21>>[CH:2]1([CH2:20][c:19]2[cH:18][c:17]([O:16][CH3:15])[cH:24][cH:23][cH:22]2)[CH2:3][CH2:4][c:5]2[nH:6][c:7]([C:10](=[O:11])[O:12][CH3:13])[cH:8][c:9]21. Solvent: C1CCOC1 (THF). The product is NC=1OC=2C(N1)=C(C(=CC2)F)C(=O)OC (methyl 2-amino-5-fluorobenzoxazole-4-carboxylate). Reported procedure: To a solution of methyl 2-amino-6-fluoro-3-hydroxybenzoate (0.4 g, 2.2 mmol) in THF (10 mL) was added di-(1H-imidazole-1-yl)methanamine (0.44 g, 2.75 mmol) at room temperature and the resulting reaction mixture was heated at reflux for 16 h. The reaction mixture cooled to room temperature and was concentrated under reduced pressure. The residue was dissolved in CH2Cl2 (100 mL), and the solution was treated with saturated aqueous ammonium chloride (25 mL). The organic layer was separated and the ... Starting materials: NC1=C(C(=O)OC)C(=CC=C1O)F (methyl 2-amino-6-fluoro-3-hydroxybenzoate), N1(C=NC=C1)C(N)N1C=NC=C1 (di-(1H-imidazole-1-yl)methanamine). RXN SMILES: [NH2:1][C:2]1[C:11]([OH:12])=[CH:10][CH:9]=[C:8]([F:13])[C:3]=1[C:4]([O:6][CH3:7])=[O:5].[N:14]1(C(N2C=CN=C2)N)C=CN=[CH:15]1>C1COCC1>[NH2:14][C:15]1[O:12][C:11]2[C:2](=[C:3]([C:4]([O:6][CH3:7])=[O:5])[C:8]([F:13])=[CH:9][CH:10]=2)[N:1]=1. Reactants: CS(=O)(=O)OC(CCC(C1=CC=C(C=C1)[N+](=O)[O-])OS(=O)(=O)C)C1=CC=C(C=C1)[N+](=O)[O-] (1,4-Bis(4-nitrophenyl)butane-1,4-diyl dimethanesulfonate), BrC1=CC=C(N)C=C1 (4-bromoaniline). Solvent: CN(C)C=O (DMF). Reaction conditions: temperature 50 celsius, time 8 hour. Yields the product BrC1=CC=C(C=C1)N1C(CCC1C1=CC=C(C=C1)[N+](=O)[O-])C1=CC=C(C=C1)[N+](=O)[O-] (1-(4-bromophenyl)-2,5-bis(4-nitrophenyl)pyrrolidine). Yield: 11.0%. Reaction SMILES: CS(O[CH:6]([C:24]1[CH:29]=[CH:28][C:27]([N+:30]([O-:32])=[O:31])=[CH:26][CH:25]=1)[CH2:7][CH2:8][CH:9](OS(C)(=O)=O)[C:10]1[CH:15]=[CH:14][C:13]([N+:16]([O-:18])=[O:17])=[CH:12][CH:11]=1)(=O)=O.[Br:33][C:34]1[CH:40]=[CH:39][C:37]([NH2:38])=[CH:36][CH:35]=1>CN(C=O)C>[Br:33][C:34]1[CH:40]=[CH:39][C:37]([N:38]2[CH:9]([C:10]3[CH:15]=[CH:14][C:13]([N+:16]([O-:18])=[O:17])=[CH:12][CH:11]=3)[CH2:8][CH2:7][CH:6]2[C:24]2[CH:29]=[CH:28][C:27]([N+:30]([O-:32])=[O:31])=[CH:26][CH:25]=2)=[CH:36][CH:35]=1. Reported procedure: The product from Example 1C (0.7 g, 1.433 mmol) and 4-bromoaniline (2.54 g, 14.33 mmol) were suspended in DMF (6 mL) and stirred at 50° C. overnight. The resulting mixture was partitioned between ethyl acetate (100 mL) and water (50 mL). The organic phase was washed with 1N HCl (2×50 mL) followed by a brine wash then dried over MgSO4 filtered and concentrated. The crude product was purified by chromatography on silica gel using a solvent gradient of 2-50% ethyl acetate in hexane to give the titl... Starting materials: O=C1CCC(=O)N1Br, CCOC(=O)c1ccc(=O)[nH]c1C(F)(F)F, C1CCOC1. Product: CCOC(=O)c1cc(Br)c(=O)[nH]c1C(F)(F)F. RXN SMILES: [Br:17][N:18]1[C:19](=[O:20])[CH2:21][CH2:22][C:23]1=[O:24].[CH2:1]([CH3:2])[O:3][C:4](=[O:5])[c:6]1[c:7]([C:13]([F:14])([F:15])[F:16])[nH:8][c:9](=[O:12])[cH:10][cH:11]1.[O:25]1[CH2:26][CH2:27][CH2:28][CH2:29]1>>[CH2:1]([CH3:2])[O:3][C:4](=[O:5])[c:6]1[c:7]([C:13]([F:14])([F:15])[F:16])[nH:8][c:9](=[O:12])[c:10]([Br:17])[cH:11]1. The reactants are ClC1=NC2=C(N(C1=O)C1=CC=C(C=C1)Cl)N=CC=C2 (2-chloro-4-(4-chlorophenyl)-3,4-dihydro-3-oxopyrido[2,3-b]pyrazine), C(C)N(CCN)CC (N,N-diethylethylene diamine). Solvent: C(C)O (ethanol). Product: ClC1=CC=C(C=C1)N1C2=C(N=C(C1=O)NCCN(CC)CC)C=CC=N2 (4-(4-Chlorophenyl)-2-[2-(N,N-diethylamino)ethylamino]-3,4-dihydro-3-oxopyrido[2,3-b]pyrazine). RXN SMILES: Cl[C:2]1[C:7](=[O:8])[N:6]([C:9]2[CH:14]=[CH:13][C:12]([Cl:15])=[CH:11][CH:10]=2)[C:5]2[N:16]=[CH:17][CH:18]=[CH:19][C:4]=2[N:3]=1.[CH2:20]([N:22]([CH2:26][CH3:27])[CH2:23][CH2:24][NH2:25])[CH3:21]>C(O)C>[Cl:15][C:12]1[CH:13]=[CH:14][C:9]([N:6]2[C:7](=[O:8])[C:2]([NH:25][CH2:24][CH2:23][N:22]([CH2:26][CH3:27])[CH2:20][CH3:21])=[N:3][C:4]3[CH:19]=[CH:18][CH:17]=[N:16][C:5]2=3)=[CH:10][CH:11]=1. Procedure: Preparation as in Example 39 but using 2-chloro-4-(4-chlorophenyl)-3,4-dihydro-3-oxopyrido[2,3-b]pyrazine and N,N-diethylethylene diamine in refluxing ethanol gave the title compound mp 149°-150° C. Starting materials: FC(COC=1C=CC(=NC1)N1CCN(CC1)S(=O)(=O)/C=C/CCC1=NC=CC=N1)(F)F (2-[(3E)-4-({4-[5-(2,2,2-trifluoroethoxy)pyridin-2-yl]piperazin-1-yl}sulfonyl)but-3-en-1-yl]pyrimidine), aqueous solution, NO (hydroxylamine), O (Water). Run in C1CCOC1 (THF). Run at time 2 hour. Yields the product ONC(CCC1=NC=CC=N1)CS(=O)(=O)N1CCN(CC1)C1=NC=C(C=C1)OCC(F)(F)F (2-[3-(hydroxyamino)-4-({4-[5-(2,2,2-trifluoroethoxy)pyridin-2-yl]piperazin-1-yl}sulfonyl)butyl]pyrimidine). Isolated yield 96.0%. Reaction SMILES: [F:1][C:2]([F:31])([F:30])[CH2:3][O:4][C:5]1[CH:6]=[CH:7][C:8]([N:11]2[CH2:16][CH2:15][N:14]([S:17](/[CH:20]=[CH:21]/[CH2:22][CH2:23][C:24]3[N:29]=[CH:28][CH:27]=[CH:26][N:25]=3)(=[O:19])=[O:18])[CH2:13][CH2:12]2)=[N:9][CH:10]=1.[NH2:32][OH:33].O>C1COCC1>[OH:33][NH:32][CH:21]([CH2:20][S:17]([N:14]1[CH2:13][CH2:12][N:11]([C:8]2[CH:7]=[CH:6][C:5]([O:4][CH2:3][C:2]([F:30])([F:1])[F:31])=[CH:10][N:9]=2)[CH2:16][CH2:15]1)(=[O:19])=[O:18])[CH2:22][CH2:23][C:24]1[N:29]=[CH:28][CH:27]=[CH:26][N:25]=1. Procedure: To a stirred solution of 2-[(3E)-4-({4-[5-(2,2,2-trifluoroethoxy)pyridin-2-yl]piperazin-1-yl}sulfonyl)but-3-en-1-yl]pyrimidine (10.9 g, 23.7 mmol) in THF (200 mL) was added 50% aqueous solution of hydroxylamine (11 mL) and the reaction stirred at room temperature for 2 hours. Water (100 mL) was then added and then this was extracted with EtOAc (3×100 mL) and dried (brine, MgSO4), filtered and concentrated in vacuo to give 2-[3-(hydroxyamino)-4-({4-[5-(2,2,2-trifluoroethoxy)pyridin-2-yl]piperazin... Starting materials: [S-2].[Na+].[Na+] (Sodium sulfide), C1(=CC=C(C=C1)C1=C(C=C2C(=N1)N=C(N2COCC[Si](C)(C)C)S(=O)(=O)C)Cl)C2=CC=CC=C2 (5-([1,1′-biphenyl]-4-yl)-6-chloro-2-(methylsulfonyl)-1-((2-(trimethylsilyl)ethoxy)-methyl)-1H-imidazo[4,5-b]pyridine), O (Water). The solvent is CN(C)C=O (DMF). Run at time 3 hour. Yields the product C1(=CC=C(C=C1)C1=C(C=C2C(=N1)N=C(N2COCC[Si](C)(C)C)S)Cl)C2=CC=CC=C2 (5-([1,1′-biphenyl]-4-yl)-6-chloro-1-((2-(trimethylsilyl)ethoxy)methyl)-1H-imidazo[4,5-b]pyridine-2-thiol). As a reaction SMILES: [S-2].[Na+].[Na+].[C:4]1([C:32]2[CH:37]=[CH:36][CH:35]=[CH:34][CH:33]=2)[CH:9]=[CH:8][C:7]([C:10]2[N:15]=[C:14]3[N:16]=[C:17]([S:27](C)(=O)=O)[N:18]([CH2:19][O:20][CH2:21][CH2:22][Si:23]([CH3:26])([CH3:25])[CH3:24])[C:13]3=[CH:12][C:11]=2[Cl:31])=[CH:6][CH:5]=1.O>CN(C=O)C>[C:4]1([C:32]2[CH:33]=[CH:34][CH:35]=[CH:36][CH:37]=2)[CH:5]=[CH:6][C:7]([C:10]2[N:15]=[C:14]3[N:16]=[C:17]([SH:27])[N:18]([CH2:19][O:20][CH2:21][CH2:22][Si:23]([CH3:26])([CH3:25])[CH3:24])[C:13]3=[CH:12][C:11]=2[Cl:31])=[CH:8][CH:9]=1 |f:0.1.2|. Reported procedure: Sodium sulfide (65.6 mg, 0.840 mmol) was added to a stirred mixture of 5-([1,1′-biphenyl]-4-yl)-6-chloro-2-(methylsulfonyl)-1-((2-(trimethylsilyl)ethoxy)-methyl)-1H-imidazo[4,5-b]pyridine (144 mg, 0.280 mmol) in DMF (2 ml) and the mixture was stirred at room temperature for 3 h. Water (30 mL) was added and the mixture was extracted with ethyl acetate (3×30 mL). The combined organic fractions were washed with brine (saturated, 30 mL), dried (Na2SO4), filtered and the solvent was evaporated under ...